Dataset: the Open Reaction Database (ORD), a public repository of structured organic reaction records. Task: describe an organic reaction: reactants, conditions, products, and yield Reactants: NC=1C=C(CN2CCN(CC2)C(C2=CC=CC=C2)C2=CC=CC=C2)C=CC1 (1-(3-aminobenzyl)-4-benzhydrylpiperazine), C(\C=C\C(=O)[O-])(=O)[O-] (fumarate), CS(=O)(=O)Cl (methanesulfonylchloride). The solvent is N1=CC=CC=C1 (pyridine), C(Cl)(Cl)Cl (chloroform). Product: C(\C=C\C(=O)O)(=O)O.CS(=O)(=O)NC=1C=C(CN2CCN(CC2)C(C2=CC=CC=C2)C2=CC=CC=C2)C=CC1 (1-(3-methanesulfonylaminobenzyl)-4-benzhydrylpiperazine fumarate). Reaction SMILES: [NH2:1][C:2]1[CH:3]=[C:4]([CH:25]=[CH:26][CH:27]=1)[CH2:5][N:6]1[CH2:11][CH2:10][N:9]([CH:12]([C:19]2[CH:24]=[CH:23][CH:22]=[CH:21][CH:20]=2)[C:13]2[CH:18]=[CH:17][CH:16]=[CH:15][CH:14]=2)[CH2:8][CH2:7]1.[CH3:28][S:29](Cl)(=[O:31])=[O:30].[C:33]([O-:40])(=[O:39])/[CH:34]=[CH:35]/[C:36]([O-:38])=[O:37]>N1C=CC=CC=1.C(Cl)(Cl)Cl>[C:33]([OH:40])(=[O:39])/[CH:34]=[CH:35]/[C:36]([OH:38])=[O:37].[CH3:28][S:29]([NH:1][C:2]1[CH:3]=[C:4]([CH:25]=[CH:26][CH:27]=1)[CH2:5][N:6]1[CH2:7][CH2:8][N:9]([CH:12]([C:19]2[CH:20]=[CH:21][CH:22]=[CH:23][CH:24]=2)[C:13]2[CH:18]=[CH:17][CH:16]=[CH:15][CH:14]=2)[CH2:10][CH2:11]1)(=[O:31])=[O:30] |f:5.6|. Procedure details: To a solution of 1-(3-aminobenzyl)-4-benzhydrylpiperazine (1.43 g) in a mixture of pyridine (3.2 g) and chloroform (20 ml) was dropwise added methanesulfonylchloride (0.31 ml) at 5° to 6° C. with stirring. The mixture was stirred at the same temperature for 30 minutes and at ambient temperature for 2 hours. The reaction mixture was concentrated and the resultant was extracted with ethyl acetate. The extract was washed with water, dried and evaporated in vacuo to give a residue. According to a co... The reactants are C(C)(C)(C)C1=CC=C(C=C1)C(C(=O)O)(C)C (4-tert-butylphenylisobutyric acid), S(=O)(Cl)Cl (thionyl chloride), C(C)(C)(C)OC(CCCSC1=CC=C(C=C1)O)=O (tert-butyl-4-(4'-hydroxyphenyl)mercaptobutyrate), TEA. Solvent: CCOCC (Et2O), C(Cl)Cl (CH2Cl2), C1CCOC1 (THF). Run at time 8 hour. Product: C(C)(C)(C)C1=CC=C(C=C1)C(C(=O)OC1=CC=C(C=C1)SCCCC(=O)OC(C)(C)C)(C)C (4-(3'-carbo-tert-butoxy-propyl mercapto)phenyl 4-tert-butylphenylisobutyrate). Isolated yield 51.4%. Reaction SMILES: [C:1]([C:5]1[CH:10]=[CH:9][C:8]([C:11]([CH3:16])([CH3:15])[C:12]([OH:14])=[O:13])=[CH:7][CH:6]=1)([CH3:4])([CH3:3])[CH3:2].S(Cl)(Cl)=O.[C:21]([O:25][C:26](=[O:38])[CH2:27][CH2:28][CH2:29][S:30][C:31]1[CH:36]=[CH:35][C:34](O)=[CH:33][CH:32]=1)([CH3:24])([CH3:23])[CH3:22]>C(Cl)Cl.C1COCC1.CCOCC>[C:1]([C:5]1[CH:6]=[CH:7][C:8]([C:11]([CH3:16])([CH3:15])[C:12]([O:14][C:34]2[CH:33]=[CH:32][C:31]([S:30][CH2:29][CH2:28][CH2:27][C:26]([O:25][C:21]([CH3:24])([CH3:23])[CH3:22])=[O:38])=[CH:36][CH:35]=2)=[O:13])=[CH:9][CH:10]=1)([CH3:4])([CH3:2])[CH3:3]. Reported procedure: A mixture of 4-tert-butylphenylisobutyric acid (2.00 g, 0.0091 mol) and thionyl chloride (1.62 g, 0.0136 mol) in 16 ml of CH2Cl2 was allowed to stir overnight under Argon. The volatiles were removed under vacuum and the resulting solid was dissolved into THF (15 mL) and a solution of tert-butyl-4-(4'-hydroxyphenyl)mercaptobutyrate (2.44 g, 0.0091 mol), TEA (2.5 mL) in THF (15 mL) was added dropwise over 10 min. The mixture was stirred for 3 days, diluted with Et2O and extracted with 5% NaHCO3. T... Reactants: CCO, CC(C)O, Cl, Cc1ccc(Nc2nc(NC3CCOCC3NC(=O)OC(C)(C)C)ncc2C(N)=O)cc1, [Na+], [OH-]. Yields the product Cc1ccc(Nc2nc(NC3CCOCC3N)ncc2C(N)=O)cc1. RXN SMILES: [CH3:40][CH2:41][OH:42].[CH:36]([OH:37])([CH3:38])[CH3:39].[ClH:33].[NH2:1][C:2](=[O:3])[c:4]1[c:5]([NH:25][c:26]2[cH:27][cH:28][c:29]([CH3:32])[cH:30][cH:31]2)[n:6][c:7]([NH:10][CH:11]2[CH:12]([NH:17][C:18](=[O:19])[O:20][C:21]([CH3:22])([CH3:23])[CH3:24])[CH2:13][O:14][CH2:15][CH2:16]2)[n:8][cH:9]1.[Na+:35].[OH-:34]>>[NH2:1][C:2](=[O:3])[c:4]1[c:5]([NH:25][c:26]2[cH:27][cH:28][c:29]([CH3:32])[cH:30][cH:31]2)[n:6][c:7]([NH:10][CH:11]2[CH:12]([NH2:17])[CH2:13][O:14][CH2:15][CH2:16]2)[n:8][cH:9]1. Reactants: O=C(Cl)OCC(Cl)(Cl)Cl, Nc1ccc2[nH]c(C(F)(F)F)nc2c1, C1CCOC1, O, c1ccncc1. Yields the product O=C(Nc1ccc2[nH]c(C(F)(F)F)nc2c1)OCC(Cl)(Cl)Cl. RXN SMILES: [Cl:21][C:22](=[O:23])[O:24][CH2:25][C:26]([Cl:27])([Cl:28])[Cl:29].[F:1][C:2]([c:3]1[n:4][c:5]2[c:6]([nH:7]1)[cH:8][cH:9][c:10]([NH2:12])[cH:11]2)([F:13])[F:14].[O:31]1[CH2:32][CH2:33][CH2:34][CH2:35]1.[OH2:30].[cH:15]1[cH:16][cH:17][n:18][cH:19][cH:20]1>>[F:1][C:2]([c:3]1[n:4][c:5]2[c:6]([nH:7]1)[cH:8][cH:9][c:10]([NH:12][C:22](=[O:23])[O:24][CH2:25][C:26]([Cl:27])([Cl:28])[Cl:29])[cH:11]2)([F:13])[F:14]. The reactants are C(=O)(Cl)Cl (phosgene), CC=1C=C(N)C=C(C1O)CCC (3-methyl-4-hydroxy-5-n-propylaniline). The solvent is C(C)(=O)OCC (ethyl acetate), C(C)(=O)OCC (ethyl acetate). Yields the product CC=1C=C(C=C(C1O)CCC)N=C=O (3-methyl-4-hydroxy-5-n-propylphenyl isocyanate). Reaction SMILES: [CH3:1][C:2]1[CH:3]=[C:4]([CH:6]=[C:7]([CH2:10][CH2:11][CH3:12])[C:8]=1[OH:9])[NH2:5].[C:13](Cl)(Cl)=[O:14]>C(OCC)(=O)C>[CH3:1][C:2]1[CH:3]=[C:4]([N:5]=[C:13]=[O:14])[CH:6]=[C:7]([CH2:10][CH2:11][CH3:12])[C:8]=1[OH:9]. Reported procedure: A mixture of 3-methyl-4-hydroxy-5-n-propylaniline (1.65 g) and ethyl acetate (20 ml) was added to an ethyl acetate solution containing 10 g of phosgene at 0° to 5° C. The resulting mixture was gradually heated and, after the solution became clear, cooled to room temperature. The solvent was removed by distillation under reduced pressure to give 3-methyl-4-hydroxy-5-n-propylphenyl isocyanate. the thus obtained crude substance was added to a toluene solution (50 ml) containing triethylamine (1.0 g... Reactants: COc1ccc(C2(C#Cc3ccc(OCC(=O)N4CCCCC4)cc3)CCC3(CC2)OCCO3)cc1OC1CCCC1, Cl, C1CCOC1. The product is COc1ccc(C2(C#Cc3ccc(OCC(=O)N4CCCCC4)cc3)CCC(=O)CC2)cc1OC1CCCC1. RXN SMILES: [CH:1]1([O:6][c:7]2[cH:8][c:9]([C:15]3([C:25]#[C:26][c:27]4[cH:28][cH:29][c:30]([O:33][CH2:34][C:35](=[O:36])[N:37]5[CH2:38][CH2:39][CH2:40][CH2:41][CH2:42]5)[cH:31][cH:32]4)[CH2:16][CH2:17][C:18]4([CH2:19][CH2:20]3)[O:21][CH2:24][CH2:23][O:22]4)[cH:10][cH:11][c:12]2[O:13][CH3:14])[CH2:2][CH2:3][CH2:4][CH2:5]1.[ClH:43].[O:44]1[CH2:45][CH2:46][CH2:47][CH2:48]1>>[CH:1]1([O:6][c:7]2[cH:8][c:9]([C:15]3([C:25]#[C:26][c:27]4[cH:28][cH:29][c:30]([O:33][CH2:34][C:35](=[O:36])[N:37]5[CH2:38][CH2:39][CH2:40][CH2:41][CH2:42]5)[cH:31][cH:32]4)[CH2:16][CH2:17][C:18](=[O:21])[CH2:19][CH2:20]3)[cH:10][cH:11][c:12]2[O:13][CH3:14])[CH2:2][CH2:3][CH2:4][CH2:5]1.